From a dataset of the Open Reaction Database (ORD), a public repository of structured organic reaction records. describe an organic reaction: reactants, conditions, products, and yield The reactants are [Al+3], C1CCOC1, CCOC(C)=O, COc1ccc(C#N)nc1C1CC1, [H-], [H-], [H-], [H-], [Li+], [Na+], [OH-], O. Product: COc1ccc(CN)nc1C1CC1. As a reaction SMILES: [Al+3:15].[CH2:20]1[O:21][CH2:22][CH2:23][CH2:24]1.[CH3:25][CH2:26][O:27][C:28]([CH3:29])=[O:30].[CH:1]1([c:4]2[c:5]([O:12][CH3:13])[cH:6][cH:7][c:8]([C:10]#[N:11])[n:9]2)[CH2:2][CH2:3]1.[H-:14].[H-:17].[H-:18].[H-:19].[Li+:16].[Na+:33].[OH-:32].[OH2:31]>>[CH:1]1([c:4]2[c:5]([O:12][CH3:13])[cH:6][cH:7][c:8]([CH2:10][NH2:11])[n:9]2)[CH2:2][CH2:3]1. Reactants: O=C=Nc1ccc(Cl)c(Cl)c1, ClCCl, C1CCN(CCCN2CCNCC2)CC1, CN(C)C=O. The product is O=C(Nc1ccc(Cl)c(Cl)c1)N1CCN(CCCN2CCCCC2)CC1. Reaction SMILES: [Cl:1][c:2]1[cH:3][c:4]([N:9]=[C:10]=[O:11])[cH:5][cH:6][c:7]1[Cl:8].[Cl:32][CH2:33][Cl:34].[N:12]1([CH2:18][CH2:19][CH2:20][N:21]2[CH2:22][CH2:23][NH:24][CH2:25][CH2:26]2)[CH2:13][CH2:14][CH2:15][CH2:16][CH2:17]1.[O:27]=[CH:28][N:29]([CH3:30])[CH3:31]>>[Cl:1][c:2]1[cH:3][c:4]([NH:9][C:10](=[O:11])[N:24]2[CH2:23][CH2:22][N:21]([CH2:20][CH2:19][CH2:18][N:12]3[CH2:13][CH2:14][CH2:15][CH2:16][CH2:17]3)[CH2:26][CH2:25]2)[cH:5][cH:6][c:7]1[Cl:8]. The reactants are CC(C)c1cccc(C(C)C)c1NC(=O)CNCC1(c2ccccc2)CCCC1, CCOC(C)=O, S=C=Nc1ccccc1. Product: CC(C)c1cccc(C(C)C)c1NC(=O)CN(CC1(c2ccccc2)CCCC1)C(=S)Nc1ccccc1. RXN SMILES: [CH3:10][CH:11]([CH3:12])[c:13]1[c:14]([NH:22][C:23]([CH2:24][NH:25][CH2:26][C:27]2([c:32]3[cH:33][cH:34][cH:35][cH:36][cH:37]3)[CH2:28][CH2:29][CH2:30][CH2:31]2)=[O:38])[c:15]([CH:19]([CH3:20])[CH3:21])[cH:16][cH:17][cH:18]1.[CH3:39][CH2:40][O:41][C:42](=[O:43])[CH3:44].[c:1]1([N:7]=[C:8]=[S:9])[cH:2][cH:3][cH:4][cH:5][cH:6]1>>[c:1]1([NH:7][C:8](=[S:9])[N:25]([CH2:24][C:23]([NH:22][c:14]2[c:13]([CH:11]([CH3:10])[CH3:12])[cH:18][cH:17][cH:16][c:15]2[CH:19]([CH3:20])[CH3:21])=[O:38])[CH2:26][C:27]2([c:32]3[cH:33][cH:34][cH:35][cH:36][cH:37]3)[CH2:28][CH2:29][CH2:30][CH2:31]2)[cH:2][cH:3][cH:4][cH:5][cH:6]1. Reactants: CN(C1=CC=C(C(=O)O)C=C1)C (4-dimethylamino benzoic acid), [Cl-] (chloride), S(=O)(Cl)Cl (thionyl chloride). Run at time 1 hour. Product: CN(C1=CC=C(C(=O)Cl)C=C1)C (4-dimethylamino benzoylchloride). As a reaction SMILES: [CH3:1][N:2]([CH3:12])[C:3]1[CH:11]=[CH:10][C:6]([C:7](O)=[O:8])=[CH:5][CH:4]=1.[Cl-].S(Cl)([Cl:16])=O>>[CH3:1][N:2]([CH3:12])[C:3]1[CH:11]=[CH:10][C:6]([C:7]([Cl:16])=[O:8])=[CH:5][CH:4]=1. Reported procedure: Firstly, 4-dimethylamino benzoylchloride was prepared. The reaction was accomplished by placing 4-dimethylamino benzoic acid (ex. Lancaster) (4.0 g, 24.22 mmol) in a 25 ml round bottom flask, to which was added thoinyl chloride (ex. Aldrich) (3.0 ml). This reaction mixture became orange immediately upon the addition of the thionyl chloride. The reaction mixture was stirred for 1 hour at ambient temperature, after which time the remaining thionyl chloride was removed under reduced pressure. The l... Reactants: C1(=CC=CC=C1)P(C1=CC=CC=C1)C1=CC=CC=C1 (triphenylphosphine), BrN1C(CCC1=O)=O (N-bromosuccinimide), FC1=C(C=CC(=C1F)F)CCCO (3-(2,3,4-trifluorophenyl)-1-propanol). The solvent is C(Cl)Cl (methylene chloride). Run at time 1 hour. Product: BrCCCC1=C(C(=C(C=C1)F)F)F (1-(3-bromopropyl)-2,3,4-trifluorobenzene). The yield is 81.4%. Reaction SMILES: [F:1][C:2]1[C:7]([F:8])=[C:6]([F:9])[CH:5]=[CH:4][C:3]=1[CH2:10][CH2:11][CH2:12]O.C1(P(C2C=CC=CC=2)C2C=CC=CC=2)C=CC=CC=1.[Br:33]N1C(=O)CCC1=O>C(Cl)Cl>[Br:33][CH2:12][CH2:11][CH2:10][C:3]1[CH:4]=[CH:5][C:6]([F:9])=[C:7]([F:8])[C:2]=1[F:1]. Reported procedure: Compound 70-2 (2.90 g) was dissolved in methylene chloride (20 ml), triphenylphosphine (4.40 g) and N-bromosuccinimide (2.99 g) were added under ice-cooling, and the mixture was stirred under ice-cooling for 1 hr, and at room temperature for 1 hr. The reaction mixture was washed with water and saturated brine, and dried over anhydrous magnesium sulfate. The solvent was evaporated under reduced pressure. Diethyl ether (100 ml) was added, and the precipitated triphenylphosphine oxide was filtered ... Reactants: C1(=CC=CC2=CC=CC=C12)C1=NC=C(C=O)C=C1 (6-(naphthalen-1-yl)nicotinaldehyde), C[Mg]Br (methylmagnesium bromide). Yields the product C1(=CC=CC2=CC=CC=C12)C1=CC=C(C=N1)C(C)O (1-(6-(naphthalen-1-yl)pyridin-3-yl)ethanol). Reaction SMILES: [C:1]1([C:11]2[CH:18]=[CH:17][C:14]([CH:15]=[O:16])=[CH:13][N:12]=2)[C:10]2[C:5](=[CH:6][CH:7]=[CH:8][CH:9]=2)[CH:4]=[CH:3][CH:2]=1.[CH3:19][Mg]Br>>[C:1]1([C:11]2[N:12]=[CH:13][C:14]([CH:15]([OH:16])[CH3:19])=[CH:17][CH:18]=2)[C:10]2[C:5](=[CH:6][CH:7]=[CH:8][CH:9]=2)[CH:4]=[CH:3][CH:2]=1. Reported procedure: Synthesized using compound 54b (231 mg, 0.99 mmol) and methylmagnesium bromide (1.98 mL, 1.98 mmol, 1 M in THF) according to Method D. Crude product was purified by flash chromatography on silica-gel using a mixture of hexane/ethyl acetate (2:1) as eluent. White solid. Yield: 172 mg, 70%. 1H NMR (CDCl3, 500 MHz): δH (ppm)=1.59 (d, J=6.1 Hz, 3H), 5.00 (m, 1H), 7.44-7.62 (m, 5H), 7.80-7.86 (m, 1H), 7.90-7.96 (m, 2H), 8.07 (d, J=7.9 Hz, 1H), 8.74 (s, 1H); (ESI): m/z=250.29 [M+H]+. Run in Cl (hydrogen chloride). The reactants are C(C)(C)(C)OC(NC=1C=C2C(=NC1)NC(=C2)C(CC2CCCC2)C2=CC=C(C=C2)S(=O)(=O)C)=O ({2-[2-cyclopentyl-1-(4-methanesulfonyl-phenyl)-ethyl]-1H-pyrrolo[2,3-b]pyridin-5-yl}-carbamic acid tert-butyl ester), ClCCl (dichloromethane). Reported procedure: To a solution of {2-[2-cyclopentyl-1-(4-methanesulfonyl-phenyl)-ethyl]-1H-pyrrolo[2,3-b]pyridin-5-yl}-carbamic acid tert-butyl ester (584 mg, 1.21 mmol) in dichloromethane (20 mL) was bubbled in dry hydrogen chloride gas for 30 min. The resulting mixture was stirred for 3 h at room temperature. The solvent was removed to afford 2-[2-cyclopentyl-1-(4-methanesulfonyl-phenyl)-ethyl]-1H-pyrrolo[2,3-b]pyridin-5-ylamine hydrochloride salt (508 mg, 100%) which was used in the next step without purifica... RXN SMILES: C(OC(=O)[NH:7][C:8]1[CH:9]=[C:10]2[CH:16]=[C:15]([CH:17]([C:24]3[CH:29]=[CH:28][C:27]([S:30]([CH3:33])(=[O:32])=[O:31])=[CH:26][CH:25]=3)[CH2:18][CH:19]3[CH2:23][CH2:22][CH2:21][CH2:20]3)[NH:14][C:11]2=[N:12][CH:13]=1)(C)(C)C.[Cl:35]CCl>Cl>[ClH:35].[CH:19]1([CH2:18][CH:17]([C:15]2[NH:14][C:11]3=[N:12][CH:13]=[C:8]([NH2:7])[CH:9]=[C:10]3[CH:16]=2)[C:24]2[CH:29]=[CH:28][C:27]([S:30]([CH3:33])(=[O:32])=[O:31])=[CH:26][CH:25]=2)[CH2:23][CH2:22][CH2:21][CH2:20]1 |f:3.4|. Product: Cl.C1(CCCC1)CC(C1=CC=C(C=C1)S(=O)(=O)C)C1=CC=2C(=NC=C(C2)N)N1 (2-[2-cyclopentyl-1-(4-methanesulfonyl-phenyl)-ethyl]-1H-pyrrolo[2,3-b]pyridin-5-ylamine hydrochloride salt). Run at time 3 hour. Yield: 100.0%.